From a dataset of the Open Reaction Database (ORD), a public repository of structured organic reaction records. describe an organic reaction: reactants, conditions, products, and yield Reactants: CC=1NC2=C(N1)C=CC=C2 (2-methylbenzimidazole), ClC1=NC(=C2N=C(N(C2=N1)C)CN1CCC2(OCCCO2)CC1)N1CCOCC1 (9-((2-chloro-9-methyl-6-morpholino-9H-purin-8-yl)methyl)-1,5-dioxa-9-azaspiro[5.5]undecane). Yields the product CN1C2=NC(=NC(=C2N=C1CN1CCC2(OCCCO2)CC1)N1CCOCC1)N1C(=NC2=C1C=CC=C2)C (9-((9-methyl-2-(2-methyl-1H-benzo[d]imidazol-1-yl)-6-morpholino-9H-purin-8-yl)methyl)-1,5-dioxa-9-azaspiro[5.5]undecane). Reaction SMILES: [CH3:1][C:2]1[NH:3][C:4]2[CH:10]=[CH:9][CH:8]=[CH:7][C:5]=2[N:6]=1.Cl[C:12]1[N:20]=[C:19]2[C:15]([N:16]=[C:17]([CH2:22][N:23]3[CH2:33][CH2:32][C:26]4([O:31][CH2:30][CH2:29][CH2:28][O:27]4)[CH2:25][CH2:24]3)[N:18]2[CH3:21])=[C:14]([N:34]2[CH2:39][CH2:38][O:37][CH2:36][CH2:35]2)[N:13]=1>>[CH3:21][N:18]1[C:17]([CH2:22][N:23]2[CH2:24][CH2:25][C:26]3([O:27][CH2:28][CH2:29][CH2:30][O:31]3)[CH2:32][CH2:33]2)=[N:16][C:15]2[C:19]1=[N:20][C:12]([N:3]1[C:4]3[CH:10]=[CH:9][CH:8]=[CH:7][C:5]=3[N:6]=[C:2]1[CH3:1])=[N:13][C:14]=2[N:34]1[CH2:39][CH2:38][O:37][CH2:36][CH2:35]1. Procedure details: Following General Procedure I for Buchwald coupling, 2-methylbenzimidazole and 9-((2-chloro-9-methyl-6-morpholino-9H-purin-8-yl)methyl)-1,5-dioxa-9-azaspiro[5.5]undecane were reacted to give 400. LCMS m/z: 519.2 (MH+) Reactants: CN1CCCN(C)C1=O, CN1CCCN(C)C1=O, COc1ccc(CC(=O)O)cc1OC, CC(C)[N-]C(C)C, ICC1CCCC1, [Li+], C1CCOC1. The product is COc1ccc(C(CC2CCCC2)C(=O)O)cc1OC. As a reaction SMILES: [CH3:30][N:31]1[CH2:32][CH2:33][CH2:34][N:35]([CH3:36])[C:37]1=[O:38].[CH3:44][N:45]1[CH2:46][CH2:47][CH2:48][N:49]([CH3:50])[C:51]1=[O:52].[CH3:9][O:10][c:11]1[cH:12][c:13]([CH2:19][C:20](=[O:21])[OH:22])[cH:14][cH:15][c:16]1[O:17][CH3:18].[CH:1]([N-:2][CH:3]([CH3:4])[CH3:5])([CH3:6])[CH3:7].[I:23][CH2:24][CH:25]1[CH2:26][CH2:27][CH2:28][CH2:29]1.[Li+:8].[O:39]1[CH2:40][CH2:41][CH2:42][CH2:43]1>>[CH3:9][O:10][c:11]1[cH:12][c:13]([CH:19]([C:20](=[O:21])[OH:22])[CH2:24][CH:25]2[CH2:26][CH2:27][CH2:28][CH2:29]2)[cH:14][cH:15][c:16]1[O:17][CH3:18]. Reactants: CC=1C=C(C=CC1COCCN1N=NC=C1)O (3-methyl-4-(2-[1,2,3]triazol-1-yl-ethoxymethyl)-phenol), C([O-])([O-])=O.[Cs+].[Cs+] (cesium carbonate), ClCC=1N=C(OC1)C=CC1=CC=C(C=C1)OC(F)F (4-chloromethyl-2-[2-(4-difluoromethoxy-phenyl)-vinyl]-oxazole), [I-].[K+] (potassium iodide). The solvent is CC(CC)=O (2-butanone). Conditions: temperature 60 celsius, time 30 minute. Product: FC(OC1=CC=C(C=C1)C=CC=1OC=C(N1)COC1=CC(=C(COCCN2N=NC=C2)C=C1)C)F (1-[2-(4-{2-[2-(4-Difluoromethoxy-phenyl)-vinyl]-oxazol-4-ylmethoxy}-2-methyl-benzyloxy)-ethyl]-1H-[1,2,3]triazole). Isolated yield 58.3%. Reaction SMILES: [CH3:1][C:2]1[CH:3]=[C:4]([OH:17])[CH:5]=[CH:6][C:7]=1[CH2:8][O:9][CH2:10][CH2:11][N:12]1[CH:16]=[CH:15][N:14]=[N:13]1.C(=O)([O-])[O-].[Cs+].[Cs+].Cl[CH2:25][C:26]1[N:27]=[C:28]([CH:31]=[CH:32][C:33]2[CH:38]=[CH:37][C:36]([O:39][CH:40]([F:42])[F:41])=[CH:35][CH:34]=2)[O:29][CH:30]=1.[I-].[K+]>CC(=O)CC>[F:42][CH:40]([F:41])[O:39][C:36]1[CH:37]=[CH:38][C:33]([CH:32]=[CH:31][C:28]2[O:29][CH:30]=[C:26]([CH2:25][O:17][C:4]3[CH:5]=[CH:6][C:7]([CH2:8][O:9][CH2:10][CH2:11][N:12]4[CH:16]=[CH:15][N:14]=[N:13]4)=[C:2]([CH3:1])[CH:3]=3)[N:27]=2)=[CH:34][CH:35]=1 |f:1.2.3,5.6|. Reported procedure: A mixture of 201 mg (0.86 mmol) 3-methyl-4-(2-[1,2,3]triazol-1-yl-ethoxymethyl)-phenol and 169 mg (0.52 mmol) cesium carbonate in 10 ml 2-butanone was stirred at 60° C. for 30 minutes, then 246 mg (0.86 mmol) 4-chloromethyl-2-[2-(4-difluoromethoxy-phenyl)-vinyl]-oxazole and 143 mg (0.86 mmol) potassium iodide were added and stirring was continued overnight. After evaporation, the residue was mixed with aqueous NaOH (1N) and extracted with ethyl acetate. The combined extracts were dried, evaporat... The reactants are ClC=1C=CC=2N(C(C3=C(N(C2N1)CC)N=CC(=C3)C=O)=O)C (2-chloro-5,11-dihydro-11-ethyl-8-formyl-5-methyl-6H-dipyrido[3,2-b:2',3'-e][1,4]diazepin-6-one), O (water), [BH4-].[Na+] (sodium borohydride). The solvent is [Cl-].[Na+].O (brine), O1CCCC1 (tetrahydrofuran). Conditions: time 0.5 hour. Product: ClC=1C=CC=2N(C(C3=C(N(C2N1)CC)N=CC(=C3)CO)=O)C (2-chloro-5,11-dihydro-11-ethyl-8-hydroxymethyl-5-methyl-6H-dipyrido[3,2-b:2',3'-e][1,4]diazepin-6-one). Yield: 88.7%. RXN SMILES: [Cl:1][C:2]1[CH:3]=[CH:4][C:5]2[N:6]([CH3:22])[C:7](=[O:21])[C:8]3[CH:18]=[C:17]([CH:19]=[O:20])[CH:16]=[N:15][C:9]=3[N:10]([CH2:13][CH3:14])[C:11]=2[N:12]=1.O.[BH4-].[Na+]>O1CCCC1.[Cl-].[Na+].O>[Cl:1][C:2]1[CH:3]=[CH:4][C:5]2[N:6]([CH3:22])[C:7](=[O:21])[C:8]3[CH:18]=[C:17]([CH2:19][OH:20])[CH:16]=[N:15][C:9]=3[N:10]([CH2:13][CH3:14])[C:11]=2[N:12]=1 |f:2.3,5.6.7|. Reported procedure: To a solution of 2-chloro-5,11-dihydro-11-ethyl-8-formyl-5-methyl-6H-dipyrido[3,2-b:2',3'-e][1,4]diazepin-6-one (0.5822 g, 1.84 mmol) in tetrahydrofuran (20 mL) was added water (0.1 mL) followed by sodium borohydride (0.0695 g, 1.84 mmol). The mixture was stirred for 0.5 hour then diluted with brine (20 mL) and extracted with dichloromethane (3×30 mL). The combined organics were dried, concentrated and the residue was purified by flash chromatography (gradient hexanes to ethyl acetate to yield t... Starting materials: Cl.C(#N)C1(CC1)NC(=O)[C@H]1NC[C@@H](C1)S(=O)(=O)C1=C(C=CC=C1)Cl ((2S,4R)-4-(2-chloro-benzenesulfonyl)-pyrrolidine-2-carboxylic acid (1-cyano-cyclopropyl)-amide hydrochloride), C1(=CC=CC=C1)CC=O (phenyl acetaldehyde). Yields the product C(#N)C1(CC1)NC(=O)[C@H]1N(C[C@@H](C1)S(=O)(=O)C1=C(C=CC=C1)Cl)CCC1=CC=CC=C1 ((2S,4R)-4-(2-chloro-benzenesulfonyl)-1-phenethyl-pyrrolidine-2-carboxylic acid (1-cyano-cyclopropyl)-amide). Reaction SMILES: Cl.[C:2]([C:4]1([NH:7][C:8]([C@@H:10]2[CH2:14][C@@H:13]([S:15]([C:18]3[CH:23]=[CH:22][CH:21]=[CH:20][C:19]=3[Cl:24])(=[O:17])=[O:16])[CH2:12][NH:11]2)=[O:9])[CH2:6][CH2:5]1)#[N:3].[C:25]1([CH2:31][CH:32]=O)[CH:30]=[CH:29][CH:28]=[CH:27][CH:26]=1>>[C:2]([C:4]1([NH:7][C:8]([C@@H:10]2[CH2:14][C@@H:13]([S:15]([C:18]3[CH:23]=[CH:22][CH:21]=[CH:20][C:19]=3[Cl:24])(=[O:17])=[O:16])[CH2:12][N:11]2[CH2:32][CH2:31][C:25]2[CH:30]=[CH:29][CH:28]=[CH:27][CH:26]=2)=[O:9])[CH2:6][CH2:5]1)#[N:3] |f:0.1|. Reported procedure: (2S,4R)-4-(2-chloro-benzenesulfonyl)-pyrrolidine-2-carboxylic acid (1-cyano-cyclopropyl)-amide hydrochloride from experiment K4 was reductively aminated with phenyl acetaldehyde in analogy to experiment L3 to give (2S,4R)-4-(2-chloro-benzenesulfonyl)-1-phenethyl-pyrrolidine-2-carboxylic acid (1-cyano-cyclopropyl)-amide as a colorless oil. MS: 458.2 [M+H]+. Reactants: N1N=CC(=C1)C=1C2=C(N=CN1)N(C=C2)COCC[Si](C)(C)C (4-(1H-pyrazol-4-yl)-7-[2-(trimethylsilyl)ethoxy]methyl-7H-pyrrolo[2,3-d]-pyrimidine), C(C)#N (ACN), C(C=C(C)C)#N (senecionitrile), C1CCC2=NCCCN2CC1 (DBU). Conditions: temperature 60 celsius. Yields the product CC(CC#N)(C)N1N=CC(=C1)C=1C2=C(N=CN1)NC=C2 (3-Methyl-3-[4-(7H-pyrrolo[2,3-d]pyrimidin-4-yl)-1H-pyrazol-1-yl]butanenitrile). RXN SMILES: [NH:1]1[CH:5]=[C:4]([C:6]2[C:7]3[CH:14]=[CH:13][N:12](COCC[Si](C)(C)C)[C:8]=3[N:9]=[CH:10][N:11]=2)[CH:3]=[N:2]1.C(#N)C.[C:26](#[N:31])[CH:27]=[C:28]([CH3:30])[CH3:29].C1CCN2C(=NCCC2)CC1>>[CH3:29][C:28]([N:2]1[CH:3]=[C:4]([C:6]2[C:7]3[CH:14]=[CH:13][NH:12][C:8]=3[N:9]=[CH:10][N:11]=2)[CH:5]=[N:1]1)([CH3:30])[CH2:27][C:26]#[N:31]. Procedure: To a solution of 4-(1H-pyrazol-4-yl)-7-[2-(trimethylsilyl)ethoxy]methyl-7H-pyrrolo[2,3-d]-pyrimidine (0.216 g, 0.684 mmol) in ACN (4 mL, 0.08 mol) was added crude senecionitrile (0.111 g, 1.37 mmol), followed by DBU (200 μL, 0.002 mol) and the resulting mixture was heated to 60° C. for 23 hours. The mixture was cooled to room temperature and the ACN was evaporated. The mixture was diluted with ethyl acetate and washed with dilute HCl and brine. The organic solution was dried over sodium sulfate,... The reactants are BrB(Br)Br, CCN1CC2(CCC2)Cc2cc(OC)c(C)c(C)c21, CCOC(C)=O, CCCCCC, ClC(Cl)Cl. Product: CCN1CC2(CCC2)Cc2cc(O)c(C)c(C)c21. Reaction SMILES: [B:20]([Br:21])([Br:22])[Br:23].[CH2:1]([CH3:2])[N:3]1[CH2:4][C:5]2([CH2:6][CH2:7][CH2:8]2)[CH2:9][c:10]2[cH:11][c:12]([O:18][CH3:19])[c:13]([CH3:17])[c:14]([CH3:16])[c:15]21.[CH3:24][CH2:25][O:26][C:27]([CH3:28])=[O:29].[CH3:30][CH2:31][CH2:32][CH2:33][CH2:34][CH3:35].[CH:36]([Cl:37])([Cl:38])[Cl:39]>>[CH2:1]([CH3:2])[N:3]1[CH2:4][C:5]2([CH2:6][CH2:7][CH2:8]2)[CH2:9][c:10]2[cH:11][c:12]([OH:18])[c:13]([CH3:17])[c:14]([CH3:16])[c:15]21.